Dataset: the Open Reaction Database (ORD), a public repository of structured organic reaction records. Task: describe an organic reaction: reactants, conditions, products, and yield Reactants: CC1(C=2C=CC(=CC2C(=CC1)C1=CC=C(C=C1)C)C#CC1=CC=C(C(=O)OCC)C=C1)C (ethyl 4-[(5,6-dihydro5,5-dimethyl-8-(4- methylphenyl)-2-naphthalenyl)ethynyl]benzoate), CC1(C=2C=CC(=CC2C(=CC1)C1=CC=C(C=C1)C)C#CC1=CC=C(C(=O)OCC)C=C1)C (ethyl 4-[(5,6-dihydro5,5-dimethyl-8-(4- methylphenyl)-2-naphthalenyl)ethynyl]benzoate), O[Li].O (LiOH—H2O). Solvent: C1CCOC1.O (THF water). Yields the product CC1(C=2C=CC(=CC2C(=CC1)C1=CC=C(C=C1)C)C#CC1=CC=C(C(=O)O)C=C1)C (4-[(5,6-dihydro-5,5-dimethyl-8-(4-methylphenyl)-2-naphthalenyl)ethynyl]benzoic Acid). RXN SMILES: [CH3:1][C:2]1([CH3:32])[CH2:11][CH:10]=[C:9]([C:12]2[CH:17]=[CH:16][C:15]([CH3:18])=[CH:14][CH:13]=2)[C:8]2[CH:7]=[C:6]([C:19]#[C:20][C:21]3[CH:31]=[CH:30][C:24]([C:25]([O:27]CC)=[O:26])=[CH:23][CH:22]=3)[CH:5]=[CH:4][C:3]1=2.O[Li].O>C1COCC1.O>[CH3:1][C:2]1([CH3:32])[CH2:11][CH:10]=[C:9]([C:12]2[CH:17]=[CH:16][C:15]([CH3:18])=[CH:14][CH:13]=2)[C:8]2[CH:7]=[C:6]([C:19]#[C:20][C:21]3[CH:22]=[CH:23][C:24]([C:25]([OH:27])=[O:26])=[CH:30][CH:31]=3)[CH:5]=[CH:4][C:3]1=2 |f:1.2,3.4|. Procedure details: A solution of 142.6 mg (0.339 mmol) of ethyl 4-[(5,6-dihydro-5,5-dimethyl-8-(4-methylphenyl)-2-naphthalenyl)ethynyl]benzoate (Compound 1) and 35.6 mg (0.848 mmol) of LiOH—H2O in 12 ml of THF/water (4:1, v/v), was stirred overnight at room temperature. The reaction mixture was extracted with hexanes, and the hexane fraction extracted with 5% aqueous NaOH. The aqueous layers were combined and acidified with 1M HCl, and then extracted with EtOAc and Et2O. The combined organic layers were dried over...